Dataset: the Open Reaction Database (ORD), a public repository of structured organic reaction records. Task: describe an organic reaction: reactants, conditions, products, and yield The product is O=c1[nH]c(NCCSCc2cccs2)ncc1Cc1cccnc1. RXN SMILES: [CH3:13][CH2:14][O-:15].[CH3:34][CH2:35][OH:36].[ClH:1].[N+:16]([NH:17][c:20]1[n:21][cH:22][c:23]([CH2:27][c:28]2[cH:29][n:30][cH:31][cH:32][cH:33]2)[c:24](=[O:26])[nH:25]1)([O-:18])=[O:19].[Na+:12].[s:2]1[c:3]([CH2:7][S:8][CH2:9][CH2:10][NH2:11])[cH:4][cH:5][cH:6]1>>[s:2]1[c:3]([CH2:7][S:8][CH2:9][CH2:10][NH:11][c:20]2[n:21][cH:22][c:23]([CH2:27][c:28]3[cH:29][n:30][cH:31][cH:32][cH:33]3)[c:24](=[O:26])[nH:25]2)[cH:4][cH:5][cH:6]1. The reactants are CC[O-], CCO, Cl, O=c1[nH]c(N[N+](=O)[O-])ncc1Cc1cccnc1, [Na+], NCCSCc1cccs1. Starting materials: N#Cc1cccc(Br)c1, O=C1CC(c2cccc(OCc3ccccc3)c2)CN1, CCOC(C)=O, NC1CCCCC1N, [Cu]I, [K+], [K+], [K+], CN(C)C=O, C1COCCO1, O=P([O-])([O-])[O-]. The product is N#Cc1cccc(N2CC(c3cccc(OCc4ccccc4)c3)CC2=O)c1. RXN SMILES: [Br:21][c:22]1[cH:23][c:24]([C:25]#[N:26])[cH:27][cH:28][cH:29]1.[CH2:1]([c:2]1[cH:3][cH:4][cH:5][cH:6][cH:7]1)[O:8][c:9]1[cH:10][c:11]([CH:15]2[CH2:16][C:17](=[O:20])[NH:18][CH2:19]2)[cH:12][cH:13][cH:14]1.[CH3:59][CH2:60][O:61][C:62]([CH3:63])=[O:64].[CH:38]1([NH2:39])[CH2:40][CH2:41][CH2:42][CH2:43][CH:44]1[NH2:45].[Cu:57][I:58].[K+:35].[K+:36].[K+:37].[O:46]=[CH:47][N:48]([CH3:49])[CH3:50].[O:51]1[CH2:52][CH2:53][O:54][CH2:55][CH2:56]1.[P:30]([O-:31])([O-:32])([O-:33])=[O:34]>>[CH2:1]([c:2]1[cH:3][cH:4][cH:5][cH:6][cH:7]1)[O:8][c:9]1[cH:10][c:11]([CH:15]2[CH2:16][C:17](=[O:20])[N:18]([c:22]3[cH:23][c:24]([C:25]#[N:26])[cH:27][cH:28][cH:29]3)[CH2:19]2)[cH:12][cH:13][cH:14]1. Starting materials: CS(C)=O, Cc1ccccc1, FC(F)(F)c1ccc(-c2cc(Nc3cccc4ccc(Cl)nc34)ncn2)cc1, [N-]=[N+]=[N-], [Na+], O, c1ccc(P(c2ccccc2)c2ccccc2)cc1. Product: Nc1ccc2cccc(Nc3cc(-c4ccc(C(F)(F)F)cc4)ncn3)c2n1. As a reaction SMILES: [CH3:52][S:53]([CH3:54])=[O:55].[CH3:57][c:58]1[cH:59][cH:60][cH:61][cH:62][cH:63]1.[Cl:1][c:2]1[n:3][c:4]2[c:5]([NH:12][c:13]3[n:14][cH:15][n:16][c:17](-[c:19]4[cH:20][cH:21][c:22]([C:25]([F:26])([F:27])[F:28])[cH:23][cH:24]4)[cH:18]3)[cH:6][cH:7][cH:8][c:9]2[cH:10][cH:11]1.[N-:29]=[N+:30]=[N-:31].[Na+:32].[OH2:56].[c:33]1([P:34]([c:35]2[cH:36][cH:37][cH:38][cH:39][cH:40]2)[c:41]2[cH:42][cH:43][cH:44][cH:45][cH:46]2)[cH:47][cH:48][cH:49][cH:50][cH:51]1>>[c:2]1([NH2:29])[n:3][c:4]2[c:5]([NH:12][c:13]3[n:14][cH:15][n:16][c:17](-[c:19]4[cH:20][cH:21][c:22]([C:25]([F:26])([F:27])[F:28])[cH:23][cH:24]4)[cH:18]3)[cH:6][cH:7][cH:8][c:9]2[cH:10][cH:11]1. The solvent is C(Cl)Cl (CH2Cl2), C(Cl)Cl (CH2Cl2), C(Cl)Cl (CH2Cl2). Procedure: To a solution of 2-(4-(6-chloro-2-benzothiazolyloxy)phenyl)lactate (1.56 g, 4.1 mmol(in CH2Cl2 (20 mL) was added 1,1'-carbonyldiimidazole (0.86 g, 5.3 mmol) and the resulting mixture was heated at reflux overnight. The solution was diluted with CH2Cl2 (20 mL) and then washed with H2O (two-times with 20 mL) and brine (20 mL). The organic phase was dried (MgSO4) and concentrated under vacuum. The residue was dissolved in CH2Cl2 (20 mL) and PhNHNH2 (0.77 g, 7.8 mmol) and acetic acid (0.45 mL, 7.8 m... Run at time 36 hour. As a reaction SMILES: [Cl:1][C:2]1[CH:23]=[CH:22][C:5]2[N:6]=[C:7]([O:9][C:10]3[CH:15]=[CH:14][C:13]([C:16]([CH3:21])([OH:20])[C:17]([O-:19])=O)=[CH:12][CH:11]=3)[S:8][C:4]=2[CH:3]=1.[C:24](N1C=CN=C1)(N1C=CN=C1)=[O:25].[C:36]1([NH:42][NH2:43])[CH:41]=[CH:40][CH:39]=[CH:38][CH:37]=1.C(O)(=O)C.[N-]1C=CN=C1>C(Cl)Cl>[Cl:1][C:2]1[CH:23]=[CH:22][C:5]2[N:6]=[C:7]([O:9][C:10]3[CH:15]=[CH:14][C:13]([C:16]4([CH3:21])[O:20][C:24](=[O:25])[N:43]([NH:42][C:36]5[CH:41]=[CH:40][CH:39]=[CH:38][CH:37]=5)[C:17]4=[O:19])=[CH:12][CH:11]=3)[S:8][C:4]=2[CH:3]=1. The reactants are [N-]1C=NC=C1 (imidazolide), ClC1=CC2=C(N=C(S2)OC2=CC=C(C=C2)C(C(=O)[O-])(O)C)C=C1 (2-(4-(6-chloro-2-benzothiazolyloxy)phenyl)lactate), C(=O)(N1C=NC=C1)N1C=NC=C1 (1,1'-carbonyldiimidazole), C1(=CC=CC=C1)NN (PhNHNH2), C(C)(=O)O (acetic acid). Product: ClC1=CC2=C(N=C(S2)OC2=CC=C(C=C2)C2(C(N(C(O2)=O)NC2=CC=CC=C2)=O)C)C=C1 (5-(4-(6-Chloro-2-benzothiazolyloxy)phenyl)-5-methyl-3-(phenylamino)-2,4-oxazolidinedione). The reactants are [BH3-]C#N, CCCC(NC1CCc2cc(F)cc(F)c2C1)C(=O)Nc1cn(C(C)(C)CN2CCCC2)cn1, CO, [Na+]. Product: CCCC(C(=O)Nc1cn(C(C)(C)CN2CCCC2)cn1)N(C)C1CCc2cc(F)cc(F)c2C1. RXN SMILES: [C:35]([BH3-:36])#[N:37].[CH3:1][C:2]([CH2:3][N:4]1[CH2:5][CH2:6][CH2:7][CH2:8]1)([CH3:9])[n:10]1[cH:11][n:12][c:13]([NH:15][C:16]([CH:17]([CH2:18][CH2:19][CH3:20])[NH:21][CH:22]2[CH2:23][c:24]3[c:25]([F:33])[cH:26][c:27]([F:32])[cH:28][c:29]3[CH2:30][CH2:31]2)=[O:34])[cH:14]1.[CH3:39][OH:40].[Na+:38]>>[CH3:1][C:2]([CH2:3][N:4]1[CH2:5][CH2:6][CH2:7][CH2:8]1)([CH3:9])[n:10]1[cH:11][n:12][c:13]([NH:15][C:16]([CH:17]([CH2:18][CH2:19][CH3:20])[N:21]([CH:22]2[CH2:23][c:24]3[c:25]([F:33])[cH:26][c:27]([F:32])[cH:28][c:29]3[CH2:30][CH2:31]2)[CH3:35])=[O:34])[cH:14]1.